This data is from the Open Reaction Database (ORD), a public repository of structured organic reaction records. The task is: describe an organic reaction: reactants, conditions, products, and yield Reactants: [Li]CCCC, CCCCCC, ClCBr, CC(C(=O)c1ccc(F)cc1F)c1cccnn1. Yields the product CC(c1cccnn1)C1(c2ccc(F)cc2F)CO1. Reaction SMILES: [CH2:22]([Li:23])[CH2:24][CH2:25][CH3:26].[CH3:27][CH2:28][CH2:29][CH2:30][CH2:31][CH3:32].[Cl:19][CH2:20][Br:21].[F:1][c:2]1[c:3]([C:9]([CH:10]([CH3:11])[c:12]2[n:13][n:14][cH:15][cH:16][cH:17]2)=[O:18])[cH:4][cH:5][c:6]([F:8])[cH:7]1>>[F:1][c:2]1[c:3]([C:9]2([CH:10]([CH3:11])[c:12]3[n:13][n:14][cH:15][cH:16][cH:17]3)[O:18][CH2:20]2)[cH:4][cH:5][c:6]([F:8])[cH:7]1. Reactants: [N+](=O)([O-])C=1C=CC(=C(C(=O)NCC2=CC3=C(OCO3)C=C2)C1)NC1CCNCC1 (5-nitro-2-(4-piperidinylamino)-N-(1,3-benzodioxol-5-ylmethyl)benzamide), C=O (formaldehyde), C(#N)[BH3-].[Na+] (sodium cyanoborohydride). The reagents and catalysts are C(C)(=O)O (acetic acid). Solvent: CO (methanol). Run at time 2 hour. Yields the product CN1CCC(CC1)NC1=C(C(=O)NCC2=CC3=C(OCO3)C=C2)C=C(C=C1)[N+](=O)[O-] (2-(1-methyl-4-piperidinylamino)-5-nitro-N-(1,3-benzodioxol-5-ylmethyl)benzamide). Isolated yield 78.5%. As a reaction SMILES: [N+:1]([C:4]1[CH:5]=[CH:6][C:7]([NH:23][CH:24]2[CH2:29][CH2:28][NH:27][CH2:26][CH2:25]2)=[C:8]([CH:22]=1)[C:9]([NH:11][CH2:12][C:13]1[CH:21]=[CH:20][C:16]2[O:17][CH2:18][O:19][C:15]=2[CH:14]=1)=[O:10])([O-:3])=[O:2].C=O.[C:32]([BH3-])#N.[Na+]>CO.C(O)(=O)C>[CH3:32][N:27]1[CH2:28][CH2:29][CH:24]([NH:23][C:7]2[CH:6]=[CH:5][C:4]([N+:1]([O-:3])=[O:2])=[CH:22][C:8]=2[C:9]([NH:11][CH2:12][C:13]2[CH:21]=[CH:20][C:16]3[O:17][CH2:18][O:19][C:15]=3[CH:14]=2)=[O:10])[CH2:25][CH2:26]1 |f:2.3|. Procedure: To a mixture of 5-nitro-2-(4-piperidinylamino)-N-(1,3-benzodioxol-5-ylmethyl)benzamide (80.0 mg) and 37% formaldehyde solution (192 mg) in methanol (4 mL) were added sodium cyanoborohydride (37.9 mg) and acetic acid (4 drops). After stirring for 2 hours at ambient temperature, the mixture was partitioned between an aqueous saturated sodium bicarbonate solution and chloroform. The organic layer was separated and washed with water and brine. Then, the resultant was dried over magnesium sulfate and... The reactants are CCOC(C)=O, Cl, [K+], [OH-], O, CCOC(=O)c1cc(C#Cc2ccc(S(=O)(=O)Nc3ncccc3C)cc2)ccc1O. Product: [K+], Cc1cccnc1NS(=O)(=O)c1ccc(C#Cc2ccc(O)c(C(=O)[O-])c2)cc1. Reaction SMILES: [CH3:34][CH2:35][O:36][C:37](=[O:38])[CH3:39].[ClH:40].[K+:33].[OH-:32].[OH2:41].[OH:1][c:2]1[c:3]([C:4](=[O:5])[O:6][CH2:7][CH3:8])[cH:9][c:10]([C:13]#[C:14][c:15]2[cH:16][cH:17][c:18]([S:21](=[O:22])(=[O:23])[NH:24][c:25]3[n:26][cH:27][cH:28][cH:29][c:30]3[CH3:31])[cH:19][cH:20]2)[cH:11][cH:12]1>>[K+:33].[OH:1][c:2]1[c:3]([C:4](=[O:5])[O-:6])[cH:9][c:10]([C:13]#[C:14][c:15]2[cH:16][cH:17][c:18]([S:21](=[O:22])(=[O:23])[NH:24][c:25]3[n:26][cH:27][cH:28][cH:29][c:30]3[CH3:31])[cH:19][cH:20]2)[cH:11][cH:12]1. Reactants: NC(=O)CBr, CN(C)P(=NC(C)(C)C)(N(C)C)N(C)C, Cl, CN(C)C=O, O, Cn1cc(C=O)c2cc(O)ccc21. Yields the product Cn1cc(C=O)c2cc(OCC(N)=O)ccc21. RXN SMILES: [Br:14][CH2:15][C:16](=[O:17])[NH2:18].[C:19]([N:20]=[P:21]([N:22]([CH3:23])[CH3:24])([N:25]([CH3:26])[CH3:27])[N:28]([CH3:29])[CH3:30])([CH3:31])([CH3:32])[CH3:33].[ClH:34].[O:36]=[CH:37][N:38]([CH3:39])[CH3:40].[OH2:35].[OH:1][c:2]1[cH:3][c:4]2[c:5]([CH:12]=[O:13])[cH:6][n:7]([CH3:11])[c:8]2[cH:9][cH:10]1>>[O:1]([c:2]1[cH:3][c:4]2[c:5]([CH:12]=[O:13])[cH:6][n:7]([CH3:11])[c:8]2[cH:9][cH:10]1)[CH2:15][C:16](=[O:17])[NH2:18]. Reactants: C(C)(C)[Mg]Cl (Isopropylmagnesium chloride), CON(C([C@H](C)NC(OC(C)(C)C)=O)=O)C ((S)-tert-butyl 1-(methoxy(methyl)amino)-1-oxopropan-2-ylcarbamate), O1C2=C(OCC1)C=C(C=C2)[Mg]Br ((2,3-dihydrobenzo[b][1,4]dioxin-6-yl)magnesium bromide), Cl (HCl). The solvent is O (water), C1CCOC1 (THF), C1CCOC1 (THF), C1CCOC1 (THF). Run at time 17 hour. Yields the product O1CCOC2=C1C=CC(=C2)[C@H]([C@H](C)NC(OC(C)(C)C)=O)O (tert-butyl [(1S,2R)-2-(2,3-dihydro-1,4-benzodioxin-6-yl)-2-hydroxy-1-methylethyl]-carbamate). Reaction SMILES: C([Mg]Cl)(C)C.CON(C)[C:9](=[O:20])[C@@H:10]([NH:12][C:13](=[O:19])[O:14][C:15]([CH3:18])([CH3:17])[CH3:16])[CH3:11].[O:22]1[CH2:27][CH2:26][O:25][C:24]2[CH:28]=[C:29]([Mg]Br)[CH:30]=[CH:31][C:23]1=2.Cl>C1COCC1.O>[O:22]1[C:23]2[CH:31]=[CH:30][C:29]([C@@H:9]([OH:20])[C@@H:10]([NH:12][C:13](=[O:19])[O:14][C:15]([CH3:16])([CH3:17])[CH3:18])[CH3:11])=[CH:28][C:24]=2[O:25][CH2:26][CH2:27]1. Reported procedure: Isopropylmagnesium chloride, 2M in THF (6.5 mL, 13.00 mmol) was added to a suspension of (S)-tert-butyl 1-(methoxy(methyl)amino)-1-oxopropan-2-ylcarbamate (3 g, 12.92 mmol) in THF (30 mL) keeping the temperature below −10° C. (2,3-dihydrobenzo[b][1,4]dioxin-6-yl)magnesium bromide, 0.7M in THF (20 mL, 14.00 mmol) was added. The reaction mixture was stirred at room temperature for 17 hours. 1N HCl (300 mL) was cooled on ice bath to +10° C., the reaction mixture was poured into the acidic water sol... Starting materials: COC(CC(CC(=O)OC)N)=O (3-aminoglutaric acid dimethyl ester), C(C)(=O)OC(C)=O (acetic anhydride). The solvent is N1=CC=CC=C1 (pyridine). Yields the product COC(CC(CC(=O)OC)NC(C)=O)=O (N-acetyl-3-aminoglutaric acid dimethyl ester). As a reaction SMILES: [CH3:1][O:2][C:3](=[O:12])[CH2:4][CH:5]([NH2:11])[CH2:6][C:7]([O:9][CH3:10])=[O:8].[C:13](OC(=O)C)(=[O:15])[CH3:14]>N1C=CC=CC=1>[CH3:10][O:9][C:7](=[O:8])[CH2:6][CH:5]([NH:11][C:13](=[O:15])[CH3:14])[CH2:4][C:3]([O:2][CH3:1])=[O:12]. Procedure details: 21.7 Parts of 3-aminoglutaric acid dimethyl ester is acetylated with 100 parts by volume acetic anhydride in 130 parts by volume pyridine to give N-acetyl-3-aminoglutaric acid dimethyl ester which has the following structural formula ##STR17##